This data is from the Open Reaction Database (ORD), a public repository of structured organic reaction records. The task is: describe an organic reaction: reactants, conditions, products, and yield Reactants: BrC1=CC(=C(C=C1)Cl)CC (4-bromo-1-chloro-2-ethylbenzene), FC(C=1C=CC(=NC1)CCN)(F)F (2-(5-trifluoromethyl-pyridin-2-yl)-ethylamine). The product is ClC1=C(C=C(C=C1)NCCC1=NC=C(C=C1)C(F)(F)F)CC ((4-chloro-3-ethyl-phenyl)-[2-(5-trifluoromethyl-pyridin-2-yl)-ethyl]-amine). As a reaction SMILES: Br[C:2]1[CH:7]=[CH:6][C:5]([Cl:8])=[C:4]([CH2:9][CH3:10])[CH:3]=1.[F:11][C:12]([F:23])([F:22])[C:13]1[CH:14]=[CH:15][C:16]([CH2:19][CH2:20][NH2:21])=[N:17][CH:18]=1>>[Cl:8][C:5]1[CH:6]=[CH:7][C:2]([NH:21][CH2:20][CH2:19][C:16]2[CH:15]=[CH:14][C:13]([C:12]([F:23])([F:11])[F:22])=[CH:18][N:17]=2)=[CH:3][C:4]=1[CH2:9][CH3:10]. Reported procedure: In analogy to the procedure described for the synthesis example 71 (step 1), the title compound (4-chloro-3-ethyl-phenyl)-[2-(5-trifluoromethyl-pyridin-2-yl)-ethyl]-amine (MS m/e: 329.2 [M+H]+) was prepared from 4-bromo-1-chloro-2-ethylbenzene instead of 6-bromo-2,3-dihydro-benzofuran and 2-(5-trifluoromethyl-pyridin-2-yl)-ethylamine instead of 2-(6-trifluoromethyl-pyridin-3-yl)-ethylamine.